This data is from the Open Reaction Database (ORD), a public repository of structured organic reaction records. The task is: describe an organic reaction: reactants, conditions, products, and yield Starting materials: COCCNC(=O)C1=CC2=C(C=N1)N=CN2C2=CC(=C(S2)C(=O)OC)OCC2=C(C=CC=C2)C(F)(F)F (methyl 5-{6-[(2-methoxyethyl)carbamoyl]-1H-imidazo[4,5-c]pyridin-1-yl}-3-{[2-(trifluoromethyl)benzyl]oxy}thiophene-2-carboxylate), N (ammonia), COCCNC(=O)C1=CC2=C(C=N1)N=CN2C2=CC(=C(S2)C(=O)OC)OCC2=C(C=CC=C2)C(F)(F)F (methyl 5-{6-[(2-methoxyethyl)carbamoyl]-1H-imidazo[4,5-c]pyridin-1-yl}-3-{[2-(trifluoromethyl)benzyl]oxy}thiophene-2-carboxylate), saturated solution. Solvent: CO (methanol). Product: C(N)(=O)C1=C(C=C(S1)N1C=NC=2C=NC(=CC21)C(=O)NCCOC)OCC2=C(C=CC=C2)C(F)(F)F (1-(5-Carbamoyl-4-{[2-(trifluoromethyl)benzyl]oxy}-2-thienyl)-N-(2-methoxyethyl)-1H-imidazo[4,5-c]pyridine-6-carboxamide). Reaction SMILES: [CH3:1][O:2][CH2:3][CH2:4][NH:5][C:6]([C:8]1[N:13]=[CH:12][C:11]2[N:14]=[CH:15][N:16]([C:17]3[S:21][C:20]([C:22]([O:24]C)=O)=[C:19]([O:26][CH2:27][C:28]4[CH:33]=[CH:32][CH:31]=[CH:30][C:29]=4[C:34]([F:37])([F:36])[F:35])[CH:18]=3)[C:10]=2[CH:9]=1)=[O:7].[NH3:38]>CO>[C:22]([C:20]1[S:21][C:17]([N:16]2[C:10]3[CH:9]=[C:8]([C:6]([NH:5][CH2:4][CH2:3][O:2][CH3:1])=[O:7])[N:13]=[CH:12][C:11]=3[N:14]=[CH:15]2)=[CH:18][C:19]=1[O:26][CH2:27][C:28]1[CH:33]=[CH:32][CH:31]=[CH:30][C:29]=1[C:34]([F:36])([F:37])[F:35])(=[O:24])[NH2:38]. Reported procedure: In a similar manner as described for example 1, 246 mg of methyl 5-{6-[(2-methoxyethyl)carbamoyl]-1H-imidazo[4,5-c]pyridin-1-yl}-3-{[2-(trifluoromethyl)benzyl]oxy}thiophene-2-carboxylate (compound B8) and 40 ml of a saturated solution of ammonia in methanol give the title compound.